Dataset: the Open Reaction Database (ORD), a public repository of structured organic reaction records. Task: describe an organic reaction: reactants, conditions, products, and yield Reactants: CCN(C(C)C)C(C)C, ClCCl, O=C(O)C(F)(F)F, O=S(=O)(Cl)c1cccc(C(F)(F)F)c1, O=C1c2ccccc2C(=O)N1OC1CCNCC1. Product: O=C1c2ccccc2C(=O)N1OC1CCN(S(=O)(=O)c2cccc(C(F)(F)F)c2)CC1. Reaction SMILES: [CH:40]([N:41]([CH2:42][CH3:43])[CH:44]([CH3:45])[CH3:46])([CH3:47])[CH3:48].[Cl:49][CH2:50][Cl:51].[F:15][C:16]([F:17])([F:18])[C:19]([OH:20])=[O:21].[F:1][C:2]([c:3]1[cH:4][c:5]([S:9](=[O:10])(=[O:11])[Cl:12])[cH:6][cH:7][cH:8]1)([F:13])[F:14].[NH:22]1[CH2:23][CH2:24][CH:25]([O:28][N:29]2[C:30](=[O:39])[c:31]3[cH:32][cH:33][cH:34][cH:35][c:36]3[C:37]2=[O:38])[CH2:26][CH2:27]1>>[F:1][C:2]([c:3]1[cH:4][c:5]([S:9](=[O:10])(=[O:11])[N:22]2[CH2:23][CH2:24][CH:25]([O:28][N:29]3[C:30](=[O:39])[c:31]4[cH:32][cH:33][cH:34][cH:35][c:36]4[C:37]3=[O:38])[CH2:26][CH2:27]2)[cH:6][cH:7][cH:8]1)([F:13])[F:14].